This data is from the Open Reaction Database (ORD), a public repository of structured organic reaction records. The task is: describe an organic reaction: reactants, conditions, products, and yield Starting materials: CC(CC(=O)O)CC(C)(C)C (3,5,5 trimethylhexanoic acid), C(CCCCCC(C)C)(=O)O (iso-nonanoic acid). The product is C1(CCC(CC1)CO)CO (1,4-cyclohexanedimethanol). As a reaction SMILES: CC(CC(C)(C)C)C[C:4](O)=[O:5].[C:12]([OH:22])(=O)[CH2:13][CH2:14][CH2:15][CH2:16][CH2:17][CH:18](C)C>>[CH:13]1([CH2:12][OH:22])[CH2:14][CH2:15][CH:16]([CH2:4][OH:5])[CH2:17][CH2:18]1. Procedure details: 3,5,5 trimethylhexanoic acid i.e. iso-nonanoic acid (5.87 moles). The reactants are CC=1SC(=CN1)C1=CC(=CC=2N1N=C(N2)N)C=2C=NC=CC2 (5-(2-methyl-thiazol-5-yl)-7pyridin-3-yl-[1,2,4]triazolo[1,5-a]pyridin-2-ylamine), C(C)N=C=O (ethylisocyanate). Reagents/catalysts: C(C)(=O)[O-].C(C)(=O)[O-].C(CCC)[Sn+2]CCCC (dibutyltin diacetate). Run in C1(=CC=CC=C1)C (toluene). Conditions: temperature 125 celsius. The product is C(C)NC(=O)NC1=NN2C(C=C(C=C2C2=CN=C(S2)C)C=2C=NC=CC2)=N1 (1-ethyl-3-[5-(2-methyl-thiazol-5-yl)-7-pyridin-3-yl-[1,2,4]triazolo[1,5-a]pyridin-2-yl]-urea). Reaction SMILES: [CH3:1][C:2]1[S:3][C:4]([C:7]2[N:12]3[N:13]=[C:14]([NH2:16])[N:15]=[C:11]3[CH:10]=[C:9]([C:17]3[CH:18]=[N:19][CH:20]=[CH:21][CH:22]=3)[CH:8]=2)=[CH:5][N:6]=1.[CH2:23]([N:25]=[C:26]=[O:27])[CH3:24]>C([O-])(=O)C.C([O-])(=O)C.C([Sn+2]CCCC)CCC.C1(C)C=CC=CC=1>[CH2:23]([NH:25][C:26]([NH:16][C:14]1[N:15]=[C:11]2[CH:10]=[C:9]([C:17]3[CH:18]=[N:19][CH:20]=[CH:21][CH:22]=3)[CH:8]=[C:7]([C:4]3[S:3][C:2]([CH3:1])=[N:6][CH:5]=3)[N:12]2[N:13]=1)=[O:27])[CH3:24] |f:2.3.4|. Reported procedure: A suspension of the product of Step 1 (160 mg, 0.52 mmol), ethylisocyanate (205 μL, 2.6 mmol), and dibutyltin diacetate (5 drops) in dry toluene (6 mL) was heated at 125° C. in a microwave reactor for 1 h. After being cooled at room temperature the precipitated solid was filtered and washed with chloroform. The crude product was purified by flash chromatography (gradient 0-2% methanol/chloroform) to give 1-ethyl-3-[5-(2-methyl-thiazol-5-yl)-7-pyridin-3-yl-[1,2,4]triazolo[1,5-a]pyridin-2-yl]-urea... Reactants: NC(C)(C)C1=CC=C(C(=O)OC)C=C1 (methyl 4-(1-amino-1-methylethyl)benzoate), C(O)([O-])=O.[Na+] (sodium hydrogen carbonate), C(OCC)(=O)Cl (ethyl chlorocarbonate), O (Water). Solvent: ClCCl (dichloromethane), ClCCl (dichloromethane). Conditions: time 1 hour. Product: C(C)OC(=O)NC(C)(C)C1=CC=C(C(=O)OC)C=C1 (methyl 4-(1-ethoxycarbonylamino-1-methylethyl)benzoate). RXN SMILES: [NH2:1][C:2]([C:5]1[CH:14]=[CH:13][C:8]([C:9]([O:11][CH3:12])=[O:10])=[CH:7][CH:6]=1)([CH3:4])[CH3:3].C(=O)([O-])O.[Na+].[C:20](Cl)(=[O:24])[O:21][CH2:22][CH3:23].O>ClCCl>[CH2:22]([O:21][C:20]([NH:1][C:2]([C:5]1[CH:14]=[CH:13][C:8]([C:9]([O:11][CH3:12])=[O:10])=[CH:7][CH:6]=1)([CH3:3])[CH3:4])=[O:24])[CH3:23] |f:1.2|. Procedure: To a solution of methyl 4-(1-amino-1-methylethyl)benzoate (410 mg) in dichloromethane (15 mL) was added saturated aqueous sodium hydrogen carbonate solution (3 mL), a solution of ethyl chlorocarbonate (0.24 mL) in dichloromethane (5 mL) was added dropwise under ice-cooling, and the mixture was stirred at the same temperature for 1 hr and at room temperature for 1 hr. Water was added to the reaction mixture, and the mixture was extracted with dichloromethane. The organic layer was dried over sodi... Starting materials: NC1=NC(=CC(=N1)N1CCC2(C[C@H](N(C2)C(=O)OCC2=CC=CC=C2)C(=O)OCC)CC1)O[C@@H](C(F)(F)F)C1=C(C=C(C=C1)Br)N1N=C(C=C1)C ((S)-2-benzyl 3-ethyl 8-(2-amino-6-((R)-1-(4-bromo-2-(3-methyl-1H-pyrazol-1-yl)phenyl)-2,2,2-trifluoroethoxy)pyrimidin-4-yl)-2,8-diazaspiro[4.5]decane-2,3-dicarboxylate), OCC=1C=C(C=CC1C)B(O)O ((3-(hydroxymethyl)-4-methylphenyl)boronic acid), C(=O)([O-])[O-].[Cs+].[Cs+] (Cs2CO3). The reagents and catalysts are Cl[Pd]([P](C1=CC=CC=C1)(C2=CC=CC=C2)C3=CC=CC=C3)([P](C4=CC=CC=C4)(C5=CC=CC=C5)C6=CC=CC=C6)Cl (PdCl2(PPh3)2). Run in C(C)O (ethanol), O (water). Reaction conditions: temperature 60 celsius. The product is NC1=NC(=CC(=N1)N1CCC2(C[C@H](N(C2)C(=O)OCC2=CC=CC=C2)C(=O)OCC)CC1)O[C@@H](C(F)(F)F)C1=C(C=C(C=C1)C1=CC(=C(C=C1)C)CO)N1N=C(C=C1)C ((S)-2-benzyl 3-ethyl 8-(2-amino-6-((R)-2,2,2-trifluoro-1-(3′-(hydroxymethyl)-4′-methyl-3-(3-methyl-1H-pyrazol-1-yl)-[1,1′-biphenyl]-4-yl)ethoxy)pyrimidin-4-yl)-2,8-diazaspiro[4.5]decane-2,3-dicarboxylate). Reaction SMILES: [NH2:1][C:2]1[N:7]=[C:6]([N:8]2[CH2:32][CH2:31][C:11]3([CH2:15][N:14]([C:16]([O:18][CH2:19][C:20]4[CH:25]=[CH:24][CH:23]=[CH:22][CH:21]=4)=[O:17])[C@H:13]([C:26]([O:28][CH2:29][CH3:30])=[O:27])[CH2:12]3)[CH2:10][CH2:9]2)[CH:5]=[C:4]([O:33][C@H:34]([C:39]2[CH:44]=[CH:43][C:42](Br)=[CH:41][C:40]=2[N:46]2[CH:50]=[CH:49][C:48]([CH3:51])=[N:47]2)[C:35]([F:38])([F:37])[F:36])[N:3]=1.[OH:52][CH2:53][C:54]1[CH:55]=[C:56](B(O)O)[CH:57]=[CH:58][C:59]=1[CH3:60].C([O-])([O-])=O.[Cs+].[Cs+]>C(O)C.O.Cl[Pd](Cl)([P](C1C=CC=CC=1)(C1C=CC=CC=1)C1C=CC=CC=1)[P](C1C=CC=CC=1)(C1C=CC=CC=1)C1C=CC=CC=1>[NH2:1][C:2]1[N:7]=[C:6]([N:8]2[CH2:32][CH2:31][C:11]3([CH2:15][N:14]([C:16]([O:18][CH2:19][C:20]4[CH:25]=[CH:24][CH:23]=[CH:22][CH:21]=4)=[O:17])[C@H:13]([C:26]([O:28][CH2:29][CH3:30])=[O:27])[CH2:12]3)[CH2:10][CH2:9]2)[CH:5]=[C:4]([O:33][C@H:34]([C:39]2[CH:44]=[CH:43][C:42]([C:56]3[CH:57]=[CH:58][C:59]([CH3:60])=[C:54]([CH2:53][OH:52])[CH:55]=3)=[CH:41][C:40]=2[N:46]2[CH:50]=[CH:49][C:48]([CH3:51])=[N:47]2)[C:35]([F:38])([F:37])[F:36])[N:3]=1 |f:2.3.4,^1:76,95|. Reported procedure: To a solution of (S)-2-benzyl 3-ethyl 8-(2-amino-6-((R)-1-(4-bromo-2-(3-methyl-1H-pyrazol-1-yl)phenyl)-2,2,2-trifluoroethoxy)pyrimidin-4-yl)-2,8-diazaspiro[4.5]decane-2,3-dicarboxylate (Step 2, Example 1u) (300 mg, 0.4 mmol, Step 2) in ethanol (2 mL) and water (0.5 mL) was added (3-(hydroxymethyl)-4-methylphenyl)boronic acid (CAS#1451391-54-0; 120 mg, 0.7 mmol), PdCl2(PPh3)2 (41 mg, 0.058 mmol), and Cs2CO3 (390 mg, 1.2 mmol). The reaction was heated to 60° C. for 16 h, then cooled to RT, filtere...